The task is: describe an organic reaction: reactants, conditions, products, and yield. This data is from the Open Reaction Database (ORD), a public repository of structured organic reaction records. Starting materials: FC(C1=C(C=CC=C1)NC(=S)N)(F)F (2-(trifluoromethyl)phenylthiourea), CCN(C(C)C)C(C)C (Hunig's base), BrC(C(=O)OCC)C(=O)OCC (diethyl bromomalonate). Solvent: CCOC(=O)C (EtOAc), CCO (EtOH). Reaction conditions: time 1.5 hour. The product is O=C1N=C(SC1C(=O)OCC)NC1=C(C=CC=C1)C(F)(F)F (Ethyl 4-oxo-2-(2-(trifluoromethyl)phenylamino)-4,5-dihydrothiazole-5-carboxylate). As a reaction SMILES: [F:1][C:2]([F:14])([F:13])[C:3]1[CH:8]=[CH:7][CH:6]=[CH:5][C:4]=1[NH:9][C:10]([NH2:12])=[S:11].CCN(C(C)C)C(C)C.Br[CH:25]([C:31](OCC)=[O:32])[C:26]([O:28][CH2:29][CH3:30])=[O:27]>CCO.CCOC(C)=O>[O:32]=[C:31]1[CH:25]([C:26]([O:28][CH2:29][CH3:30])=[O:27])[S:11][C:10]([NH:9][C:4]2[CH:5]=[CH:6][CH:7]=[CH:8][C:3]=2[C:2]([F:13])([F:1])[F:14])=[N:12]1. Procedure details: To a stirred solution of 2-(trifluoromethyl)phenylthiourea (Menai Organics, 2.36 g, 10.7 mmol), Hunig's base (Aldrich, 1.9 mL, 10.7 mmol) in EtOH (10 mL) was added diethyl bromomalonate (2.0 mL, 10.7 mmol). After 1.5 h at room temperature, the reaction mixture was diluted with EtOAc, washed with saturated NaHCO3 and brine, dried over Na2SO4, filtered, and concentrated in vacuo. The crude product was purified by silica gel chromatography. MS: 333 (M+1). Reactants: O (water), [H-].[Na+] (Sodium hydride), ClCC=1C=CC(=NC1)OCC=1N=C(OC1C)C1=CC=CC=C1 (5-chloromethyl-2-(5-methyl-2-phenyl-4-oxazolylmethoxy)pyridine), C(C)OC(CC=1C(=NNC1)C1=CC=CC=C1)=O (ethyl(3-phenyl-1H-pyrazol-4-yl)acetate). Solvent: CN(C=O)C (N,N-dimethylformamide). Run at time 1 hour. The product is CC1=C(N=C(O1)C1=CC=CC=C1)COC1=CC=C(C=N1)CN1N=C(C(=C1)CC(=O)OCC)C1=CC=CC=C1 (ethyl [1-[6-(5-methyl-2-phenyl-4-oxazolylmethoxy)-3-pyridylmethyl]-3-phenyl-1H-pyrazol-4-yl]acetate). Isolated yield 57.6%. RXN SMILES: [H-].[Na+].Cl[CH2:4][C:5]1[CH:6]=[CH:7][C:8]([O:11][CH2:12][C:13]2[N:14]=[C:15]([C:19]3[CH:24]=[CH:23][CH:22]=[CH:21][CH:20]=3)[O:16][C:17]=2[CH3:18])=[N:9][CH:10]=1.[CH2:25]([O:27][C:28](=[O:41])[CH2:29][C:30]1[C:31]([C:35]2[CH:40]=[CH:39][CH:38]=[CH:37][CH:36]=2)=[N:32][NH:33][CH:34]=1)[CH3:26].O>CN(C)C=O>[CH3:18][C:17]1[O:16][C:15]([C:19]2[CH:24]=[CH:23][CH:22]=[CH:21][CH:20]=2)=[N:14][C:13]=1[CH2:12][O:11][C:8]1[N:9]=[CH:10][C:5]([CH2:4][N:33]2[CH:34]=[C:30]([CH2:29][C:28]([O:27][CH2:25][CH3:26])=[O:41])[C:31]([C:35]3[CH:40]=[CH:39][CH:38]=[CH:37][CH:36]=3)=[N:32]2)=[CH:6][CH:7]=1 |f:0.1|. Reported procedure: Sodium hydride (60%, oily, 70.0 mg) was added to a solution of 5-chloromethyl-2-(5-methyl-2-phenyl-4-oxazolylmethoxy)pyridine (551 mg) and ethyl(3-phenyl-1H-pyrazol-4-yl)acetate (403 mg) in N,N-dimethylformamide (10 ml) at 0° C., and the mixture was stirred at room temperature for 1 hour. The reaction mixture was poured into water, and extracted with ethyl acetate. The ethyl acetate layer was washed with saturated aqueous sodium chloride solution, dried (MgSO4), and concentrated. The residue was... The reactants are O=[O+][O-] (ozone), COC(C(=C(C)C)N1C(C[C@H]1SC(C)=O)=O)=O (2-[(4R)-4-acetylthio-2-oxoazetidin-1-yl]-3-methylcrotonic acid methyl ester). Solvent: CO (methanol). Yields the product COC(C(=O)N1C(C[C@H]1SC(C)=O)=O)=O (2-[(4R)-4-Acetylthio-2-oxoazetidin-1-yl]-2-oxoacetic acid methyl ester). Reaction SMILES: [O:1]=[O+][O-].[CH3:4][O:5][C:6](=[O:20])[C:7]([N:11]1[C@H:14]([S:15][C:16](=[O:18])[CH3:17])[CH2:13][C:12]1=[O:19])=C(C)C>CO>[CH3:4][O:5][C:6](=[O:20])[C:7]([N:11]1[C@H:14]([S:15][C:16](=[O:18])[CH3:17])[CH2:13][C:12]1=[O:19])=[O:1]. Procedure details: 4 equivalents of ozone are introduced over a period of 60 minutes into a solution, cooled to -15°, of 150 mg of 2-[(4R)-4-acetylthio-2-oxoazetidin-1-yl]-3-methylcrotonic acid methyl ester in 3 ml of methanol. The reaction mixture is rinsed with nitrogen, diluted with methylene chloride and washed for 2 minutes with a 5% aqueous sodium bisulphite solution. The organic phase is dried over sodium sulphate and concentrated in vacuo. IR spectrum of the resulting oily title compound (in methylene chlo... Starting materials: COc1ccccc1-c1cn(CCN2CCCCC2)nc1OCc1ccccc1, CCO, Cl, Oc1nn(CCN2CCCCC2)cc1-c1ccc(OC(F)(F)F)cc1. Yields the product Cl, COc1ccccc1-c1cn(CCN2CCCCC2)nc1O. Reaction SMILES: [CH2:26]([c:27]1[cH:28][cH:29][cH:30][cH:31][cH:32]1)[O:33][c:34]1[n:35][n:36]([CH2:47][CH2:48][N:49]2[CH2:50][CH2:51][CH2:52][CH2:53][CH2:54]2)[cH:37][c:38]1-[c:39]1[c:40]([O:45][CH3:46])[cH:41][cH:42][cH:43][cH:44]1.[CH3:56][CH2:57][OH:58].[ClH:55].[F:1][C:2]([F:3])([F:4])[O:5][c:6]1[cH:7][cH:8][c:9](-[c:10]2[c:11]([OH:12])[n:13][n:14]([CH2:15][CH2:16][N:17]3[CH2:18][CH2:19][CH2:20][CH2:21][CH2:22]3)[cH:23]2)[cH:24][cH:25]1>>[ClH:55].[OH:33][c:34]1[n:35][n:36]([CH2:47][CH2:48][N:49]2[CH2:50][CH2:51][CH2:52][CH2:53][CH2:54]2)[cH:37][c:38]1-[c:39]1[c:40]([O:45][CH3:46])[cH:41][cH:42][cH:43][cH:44]1. Starting materials: CCO, [H][H], O=[Pt]=O, c1ccc(C2=NCCc3ccccc32)nc1. Product: c1ccc(C2NCCc3ccccc32)nc1. Reaction SMILES: [CH3:19][CH2:20][OH:21].[H:17][H:18].[Pt:22](=[O:23])=[O:24].[n:1]1[c:2]([C:7]2=[N:8][CH2:9][CH2:10][c:11]3[cH:12][cH:13][cH:14][cH:15][c:16]32)[cH:3][cH:4][cH:5][cH:6]1>>[n:1]1[c:2]([CH:7]2[NH:8][CH2:9][CH2:10][c:11]3[cH:12][cH:13][cH:14][cH:15][c:16]32)[cH:3][cH:4][cH:5][cH:6]1. Starting materials: C1=CC=CC=2C(C3=C(C=CC21)C=CC=C3)C=3C(NC(N(C3)CCOC=3C(=C(OCC(=O)OC)C=CC3)C(=O)OC)=O)=S (3-[2-[5-{5H-Dibenzo[a,d]cyclohepten-5-yl}-3,4-dihydro-2-oxo-4-thioxo-1(2H)-pyrimidinyl]ethoxy]-2-[methoxycarbonyl]phenoxyacetic acid, methyl ester), [OH-].[Na+] (sodium hydroxide), Cl (HCl). Solvent: CO (methanol), O (water). Run at temperature 60 celsius. Product: C(=O)(O)COC1=C(C(=O)O)C(=CC=C1)OCCN1C(NC(C(=C1)C1C2=C(C=CC3=C1C=CC=C3)C=CC=C2)=S)=O (2-[Carboxymethoxy]-6-[2-[5-{5H-dibenzo[a,d]cyclohepten-5-yl}-3,4-dihydro-2-oxo-4-thioxo-1(2H)-pyrimidinyl]ethoxy]benzoic acid). RXN SMILES: [CH:1]1[C:11]2[CH:10]=[CH:9][C:8]3[CH:12]=[CH:13][CH:14]=[CH:15][C:7]=3[CH:6]([C:16]3[C:17](=[S:42])[NH:18][C:19](=[O:41])[N:20]([CH2:22][CH2:23][O:24][C:25]4[C:26]([C:37]([O:39]C)=[O:38])=[C:27]([CH:34]=[CH:35][CH:36]=4)[O:28][CH2:29][C:30]([O:32]C)=[O:31])[CH:21]=3)[C:5]=2[CH:4]=[CH:3][CH:2]=1.[OH-].[Na+].Cl>CO.O>[C:30]([CH2:29][O:28][C:27]1[CH:34]=[CH:35][CH:36]=[C:25]([O:24][CH2:23][CH2:22][N:20]2[CH:21]=[C:16]([CH:6]3[C:7]4[CH:15]=[CH:14][CH:13]=[CH:12][C:8]=4[CH:9]=[CH:10][C:11]4[CH:1]=[CH:2][CH:3]=[CH:4][C:5]3=4)[C:17](=[S:42])[NH:18][C:19]2=[O:41])[C:26]=1[C:37]([OH:39])=[O:38])([OH:32])=[O:31] |f:1.2|. Reported procedure: A mixture of the product from step (vi) (0.073 g) and sodium hydroxide (1 g) in methanol (20 ml) and water (20 ml) was heated at 60° C. overnight. The mixture was acidified with 2M HCl and extracted with ethyl acetate. The extract was evaporated and the residue purified by reverse phase chromatography. Yield 0.04 g. The reactants are COC(=O)c1ccc(-c2nc3c(-c4ccc(-c5ccccc5)nc4)cnn3c(N)c2C(C)=O)cc1, [Li+], [OH-]. The product is CC(=O)c1c(-c2ccc(C(=O)O)cc2)nc2c(-c3ccc(-c4ccccc4)nc3)cnn2c1N. RXN SMILES: [C:1]([CH3:2])(=[O:3])[c:4]1[c:5](-[c:26]2[cH:27][cH:28][c:29]([C:30](=[O:31])[O:32][CH3:33])[cH:34][cH:35]2)[n:6][c:7]2[n:8]([c:9]1[NH2:10])[n:11][cH:12][c:13]2-[c:14]1[cH:15][n:16][c:17](-[c:20]2[cH:21][cH:22][cH:23][cH:24][cH:25]2)[cH:18][cH:19]1.[Li+:37].[OH-:36]>>[C:1]([CH3:2])(=[O:3])[c:4]1[c:5](-[c:26]2[cH:27][cH:28][c:29]([C:30](=[O:31])[OH:32])[cH:34][cH:35]2)[n:6][c:7]2[n:8]([c:9]1[NH2:10])[n:11][cH:12][c:13]2-[c:14]1[cH:15][n:16][c:17](-[c:20]2[cH:21][cH:22][cH:23][cH:24][cH:25]2)[cH:18][cH:19]1. Reactants: CON(C(=O)[C@H]1[C@@H](C1)C1=CC=CC2=CC=C(C=C12)OC)C (Trans-N-methoxy-N-methyl-2-(7-methoxy-1-naphthyl)-1-cyclopropanecarboxamide), CC(C)(C)[O-].[K+] (potassium tert-butylate). Solvent: CCOCC (ether). Yields the product COC1=CC=C2C=CC=C(C2=C1)[C@H]1[C@@H](C1)C(=O)O (Trans-2-(7-methoxy-1-naphthyl)-1-cyclopropanecarboxylic Acid). Reaction SMILES: CON(C)[C:4]([C@@H:6]1[CH2:8][C@H:7]1[C:9]1[C:18]2[C:13](=[CH:14][CH:15]=[C:16]([O:19][CH3:20])[CH:17]=2)[CH:12]=[CH:11][CH:10]=1)=[O:5].CC([O-:26])(C)C.[K+]>CCOCC>[CH3:20][O:19][C:16]1[CH:17]=[C:18]2[C:13]([CH:12]=[CH:11][CH:10]=[C:9]2[C@@H:7]2[CH2:8][C@H:6]2[C:4]([OH:5])=[O:26])=[CH:14][CH:15]=1 |f:1.2|. Reported procedure: 6 g (21 mmol) of the compound obtained in Step G in 50 ml of anhydrous ether and 15.4 g of potassium tert-butylate are stirred for 2 days at room temperature. 3.2 g of a light brown solid are collected and reacted without purification.